Dataset: the Open Reaction Database (ORD), a public repository of structured organic reaction records. Task: describe an organic reaction: reactants, conditions, products, and yield Starting materials: CS(C)=O, NCc1ccc(N2CCCCCC2)cc1, CC(C(=O)O)c1cccc2cnccc12, O=C(O)Cc1cccc2cnccc12. The product is CC(C(=O)NCc1ccc(N2CCCCCC2)cc1)c1cccc2cnccc12. As a reaction SMILES: [CH3:45][S:46]([CH3:47])=[O:48].[N:1]1([c:8]2[cH:9][cH:10][c:11]([CH2:12][NH2:13])[cH:14][cH:15]2)[CH2:2][CH2:3][CH2:4][CH2:5][CH2:6][CH2:7]1.[cH:16]1[n:17][cH:18][cH:19][c:20]2[c:21]([CH:26]([C:27](=[O:28])[OH:29])[CH3:30])[cH:22][cH:23][cH:24][c:25]12.[cH:31]1[c:32]2[c:33]([c:34]([CH2:35][C:36]([OH:37])=[O:38])[cH:39][cH:40][cH:41]2)[cH:42][cH:43][n:44]1>>[N:1]1([c:8]2[cH:9][cH:10][c:11]([CH2:12][NH:13][C:27]([CH:26]([c:21]3[c:20]4[cH:19][cH:18][n:17][cH:16][c:25]4[cH:24][cH:23][cH:22]3)[CH3:30])=[O:28])[cH:14][cH:15]2)[CH2:2][CH2:3][CH2:4][CH2:5][CH2:6][CH2:7]1. The reactants are BrC1=C(C=C(C=C1)C1(CC(C1)C(=O)O)O)F (3-(4-bromo-3-fluorophenyl)-3-hydroxycyclobutane-1-carboxylic acid), C(C)[SiH](CC)CC (triethylsilane). Solvent: FC(C(=O)O)(F)F (trifluoroacetic acid). Conditions: time 4 hour. The product is BrC1=C(C=C(C=C1)C1CC(C1)C(=O)O)F (3-(4-bromo-3-fluorophenyl)cyclobutane-1-carboxylic acid). Isolated yield 74.1%. Reaction SMILES: [Br:1][C:2]1[CH:7]=[CH:6][C:5]([C:8]2(O)[CH2:11][CH:10]([C:12]([OH:14])=[O:13])[CH2:9]2)=[CH:4][C:3]=1[F:16].C([SiH](CC)CC)C>FC(F)(F)C(O)=O>[Br:1][C:2]1[CH:7]=[CH:6][C:5]([CH:8]2[CH2:11][CH:10]([C:12]([OH:14])=[O:13])[CH2:9]2)=[CH:4][C:3]=1[F:16]. Procedure: Into a 1000-mL round-bottom flask was placed a solution of 3-(4-bromo-3-fluorophenyl)-3-hydroxycyclobutane-1-carboxylic acid (50 g, 172.95 mmol, 1.00 equiv) in trifluoroacetic acid (500 mL) and triethylsilane (40.1 g, 344.87 mmol, 2.00 equiv). The resulting solution was stirred at room temperature for 4 h and concentrated under vacuum. The resulting solution was diluted with 200 mL of EA and washed with 2×200 mL of saturated aqueous sodium carbonate. The aqueous layers were combined and extracte...